Dataset: the Open Reaction Database (ORD), a public repository of structured organic reaction records. Task: describe an organic reaction: reactants, conditions, products, and yield Reaction SMILES: [CH3:31][CH:32]([OH:33])[CH3:34].[c:1]1([CH2:7][N:8]([CH2:9][c:10]2[cH:11][cH:12][cH:13][cH:14][cH:15]2)[CH2:16][CH:17]2[CH:18]([OH:30])[CH2:19][N:20]([C:23]([O:24][C:25]([CH3:26])([CH3:27])[CH3:28])=[O:29])[CH2:21][CH2:22]2)[cH:2][cH:3][cH:4][cH:5][cH:6]1>>[c:1]1([CH2:7][N:8]([CH2:9][c:10]2[cH:11][cH:12][cH:13][cH:14][cH:15]2)[CH2:16][CH:17]2[CH:18]([OH:30])[CH2:19][NH:20][CH2:21][CH2:22]2)[cH:2][cH:3][cH:4][cH:5][cH:6]1. Reactants: CC(C)O, CC(C)(C)OC(=O)N1CCC(CN(Cc2ccccc2)Cc2ccccc2)C(O)C1. Product: OC1CNCCC1CN(Cc1ccccc1)Cc1ccccc1. Starting materials: CCC#CCOS(=O)(=O)c1ccc(C)cc1, CO, COc1cc(CCNC=O)ccc1O. The product is CCC#CCOc1ccc(CCNC=O)cc1OC. RXN SMILES: [CH2:15]([C:16]#[C:17][CH2:18][CH3:19])[O:20][S:21]([c:22]1[cH:23][cH:24][c:25]([CH3:26])[cH:27][cH:28]1)(=[O:29])=[O:30].[CH3:31][OH:32].[OH:1][c:2]1[c:3]([O:13][CH3:14])[cH:4][c:5]([CH2:8][CH2:9][NH:10][CH:11]=[O:12])[cH:6][cH:7]1>>[O:1]([c:2]1[c:3]([O:13][CH3:14])[cH:4][c:5]([CH2:8][CH2:9][NH:10][CH:11]=[O:12])[cH:6][cH:7]1)[CH2:15][C:16]#[C:17][CH2:18][CH3:19]. Starting materials: NC1=CC=C(C=C1)CCO (2-(4-amino-phenyl)-ethanol), C1CC(=O)N(C1=O)Br (NBS). Run in O (water), CN(C)C=O (DMF). Conditions: time 8 hour. Yields the product NC1=C(C=C(C=C1)CCO)Br (2-(4-Amino-3-bromo-phenyl)-ethanol). Isolated yield 63.6%. RXN SMILES: [NH2:1][C:2]1[CH:7]=[CH:6][C:5]([CH2:8][CH2:9][OH:10])=[CH:4][CH:3]=1.C1C(=O)N([Br:18])C(=O)C1>CN(C=O)C.O>[NH2:1][C:2]1[CH:7]=[CH:6][C:5]([CH2:8][CH2:9][OH:10])=[CH:4][C:3]=1[Br:18]. Reported procedure: To a solution of 2-(4-amino-phenyl)-ethanol (5.10 g, 37.2 mmol) in 37 mL of DMF was added NBS (6.60 g, 37.1 mmol) and the mixture stirred overnight at RT. The reaction was diluted with 100 mL of water and extracted with EtOAc (3×100 mL). The organic layer was washed with brine (200 mL) and dried over Na2SO4. The title compound was purified by silica gel flash chromatography eluting with 50% EtOAc/hexanes to give 5.10 g (64%) of a white solid. Mass spectrum (ESI, m/z): Calcd. for C8H10BrNO, 216.0... Reactants: C(C)OC(C(C)(C)OC=1C=C2N(C3=CCCCC3=C2C2=CC=NC=C2)C1)=O (2-[7,8dihydro9-(4-pyridyl)-6H-pyrrolo[1,2-a]indole-2-yloxy]-2-methyl-propanoic acid ethylester), Cl (hydrochloric acid). The product is Cl.N1=CC=C(C=C1)C=1C=2N(C3=CCCCC13)C=C(C2)OC(C(=O)O)(C)C (2-[7,8-Dihydro-9-(4-pyridyl)-6H-pyrrolo[1,2-a]indole-2-yloxy]-2-methyl-propanoic acid hydrochloride). As a reaction SMILES: C([O:3][C:4](=[O:27])[C:5]([O:8][C:9]1[CH:10]=[C:11]2[C:19]([C:20]3[CH:25]=[CH:24][N:23]=[CH:22][CH:21]=3)=[C:18]3[C:13](=[CH:14][CH2:15][CH2:16][CH2:17]3)[N:12]2[CH:26]=1)([CH3:7])[CH3:6])C.[ClH:28]>>[ClH:28].[N:23]1[CH:24]=[CH:25][C:20]([C:19]2[C:11]3[N:12]([CH:26]=[C:9]([O:8][C:5]([CH3:7])([CH3:6])[C:4]([OH:27])=[O:3])[CH:10]=3)[C:13]3[C:18]=2[CH2:17][CH2:16][CH2:15][CH:14]=3)=[CH:21][CH:22]=1 |f:2.3|. Procedure: The above compound was prepared from 2-[7,8dihydro9-(4-pyridyl)-6H-pyrrolo[1,2-a]indole-2-yloxy]-2-methyl-propanoic acid ethylester by alkaline hydrolysis using a procedure analogous to that of Example 66. When the aqueous alkaline solution was acidified with 2N hydrochloric acid, the hydrochloride precipitated, which was then recrystillzed from ethanol.